From a dataset of the Open Reaction Database (ORD), a public repository of structured organic reaction records. describe an organic reaction: reactants, conditions, products, and yield Starting materials: CCO, C=C(F)C(C)(C)C(=O)OCC, [K+], [OH-], O. Product: C=C(F)C(C)(C)C(=O)O. RXN SMILES: [CH2:15]([OH:16])[CH3:17].[F:1][C:2]([C:3]([C:4](=[O:5])[O:6][CH2:7][CH3:8])([CH3:9])[CH3:10])=[CH2:11].[K+:13].[OH-:12].[OH2:14]>>[F:1][C:2]([C:3]([C:4](=[O:5])[OH:6])([CH3:9])[CH3:10])=[CH2:11]. Reactants: CC#N, COc1cc(C=C2SC(N3CCNCC3)=NC2=O)ccc1OCc1ccc(C(F)(F)F)cc1C(F)(F)F, CN(C)C=O, COc1ccc(N=C=S)cc1. The product is COc1ccc(NC(=S)N2CCN(C3=NC(=O)C(=Cc4ccc(OCc5ccc(C(F)(F)F)cc5C(F)(F)F)c(OC)c4)S3)CC2)cc1. Reaction SMILES: [CH3:54][C:55]#[N:56].[F:1][C:2]([c:3]1[c:4]([CH2:5][O:6][c:7]2[c:8]([O:26][CH3:27])[cH:9][c:10]([CH:13]=[C:14]3[C:15](=[O:25])[N:16]=[C:17]([N:19]4[CH2:20][CH2:21][NH:22][CH2:23][CH2:24]4)[S:18]3)[cH:11][cH:12]2)[cH:28][cH:29][c:30]([C:32]([F:33])([F:34])[F:35])[cH:31]1)([F:36])[F:37].[O:38]=[CH:39][N:40]([CH3:41])[CH3:42].[O:43]([CH3:44])[c:45]1[cH:46][cH:47][c:48]([N:51]=[C:52]=[S:53])[cH:49][cH:50]1>>[F:1][C:2]([c:3]1[c:4]([CH2:5][O:6][c:7]2[c:8]([O:26][CH3:27])[cH:9][c:10]([CH:13]=[C:14]3[C:15](=[O:25])[N:16]=[C:17]([N:19]4[CH2:20][CH2:21][N:22]([C:52]([NH:51][c:48]5[cH:47][cH:46][c:45]([O:43][CH3:44])[cH:50][cH:49]5)=[S:53])[CH2:23][CH2:24]4)[S:18]3)[cH:11][cH:12]2)[cH:28][cH:29][c:30]([C:32]([F:33])([F:34])[F:35])[cH:31]1)([F:36])[F:37]. Reactants: COC=1C(=CC2=C(CCO2)C1)C=O (5-methoxy-2,3-dihydrobenzofuran-6-carboxaldehyde), B(Br)(Br)Br (boron tribromide). The solvent is C(Cl)Cl (methylene chloride). Run at time 2.5 hour. The product is OC=1C(=CC2=C(CCO2)C1)C=O (5-hydroxy-2,3-dihydrobenzofuran-6-carboxaldehyde). Isolated yield 75.9%. As a reaction SMILES: C[O:2][C:3]1[C:4]([CH:12]=[O:13])=[CH:5][C:6]2[O:10][CH2:9][CH2:8][C:7]=2[CH:11]=1.B(Br)(Br)Br>C(Cl)Cl>[OH:2][C:3]1[C:4]([CH:12]=[O:13])=[CH:5][C:6]2[O:10][CH2:9][CH2:8][C:7]=2[CH:11]=1. Procedure: A solution of 5-methoxy-2,3-dihydrobenzofuran-6-carboxaldehyde (24.00 g, 135 mmol) in dry methylene chloride (800 mL) under nitrogen was cooled to an internal temperature of -67°. A solution of boron tribromide (1M in methylene chloride, 63.0 mL 63.0 mmol) was added dropwise. The cooling bath was removed and the mixture allowed to stir for 2.5 hours. The reaction was then quenched by the dropwise addition of methanol (25 mL) and the resulting mixture poured into 10% aqueous sodium chloride (100 ... The product is Cl.N=C(NCCC[C@H](N)C(=O)N1CCCC1)NS(=O)(=O)C1CC1 ((S)-1-[N5-{(Imino)-(cyclopropylsulphonylamino)-methyl}-ornithyl]-pyrrolidine Hydrochloride). Procedure details: Starting from (S)-N2-(benzyloxycarbonyl)-arginine, cyclopropanesulphonyl chloride and pyrrolidine, the expected product is obtained according to the procedure described in Example 1. The reactants are C(C1=CC=CC=C1)OC(=O)N[C@@H](CCCNC(N)=N)C(=O)O ((S)-N2-(benzyloxycarbonyl)-arginine), C1(CC1)S(=O)(=O)Cl (cyclopropanesulphonyl chloride), N1CCCC1 (pyrrolidine). Reaction SMILES: C(OC([NH:11][C@H:12]([C:20]([OH:22])=O)[CH2:13][CH2:14][CH2:15][NH:16][C:17](=[NH:19])[NH2:18])=O)C1C=CC=CC=1.[CH:23]1([S:26]([Cl:29])(=[O:28])=[O:27])[CH2:25][CH2:24]1.[NH:30]1[CH2:34][CH2:33][CH2:32][CH2:31]1>>[ClH:29].[NH:19]=[C:17]([NH:18][S:26]([CH:23]1[CH2:25][CH2:24]1)(=[O:28])=[O:27])[NH:16][CH2:15][CH2:14][CH2:13][C@@H:12]([C:20]([N:30]1[CH2:34][CH2:33][CH2:32][CH2:31]1)=[O:22])[NH2:11] |f:3.4|. Reactants: O=C([O-])O, COC(=O)c1cc(C)c2c(c1)C(=O)c1ccccc1-2, C[Si](C)(C)C(F)(F)F, CC(=O)[O-], CCCC[N+](CCCC)(CCCC)CCCC, CC(=O)O, CN(C)C=O, [F-], [Li+], [Na+], C1CCOC1. Yields the product COC(=O)c1cc(C)c2c(c1)C(O)(C(F)(F)F)c1ccccc1-2. As a reaction SMILES: [C:51](=[O:52])([O-:53])[OH:54].[CH3:1][c:2]1[cH:3][c:4]([C:16](=[O:17])[O:18][CH3:19])[cH:5][c:6]2[c:14]1-[c:13]1[c:8]([cH:9][cH:10][cH:11][cH:12]1)[C:7]2=[O:15].[CH3:20][Si:21]([C:22]([F:23])([F:24])[F:25])([CH3:26])[CH3:27].[CH3:29][C:30](=[O:31])[O-:32].[CH3:34][CH2:35][CH2:36][CH2:37][N+:38]([CH2:39][CH2:40][CH2:41][CH3:42])([CH2:43][CH2:44][CH2:45][CH3:46])[CH2:47][CH2:48][CH2:49][CH3:50].[CH3:61][C:62](=[O:63])[OH:64].[CH3:65][N:66]([CH3:67])[CH:68]=[O:69].[F-:33].[Li+:28].[Na+:55].[O:56]1[CH2:57][CH2:58][CH2:59][CH2:60]1>>[CH3:1][c:2]1[cH:3][c:4]([C:16](=[O:17])[O:18][CH3:19])[cH:5][c:6]2[c:14]1-[c:13]1[c:8]([cH:9][cH:10][cH:11][cH:12]1)[C:7]2([OH:15])[C:22]([F:23])([F:24])[F:25]. The reactants are CO, [Na+], [Na+], O=C([O-])[O-], O=S(=O)(O)O, Cc1cccc(C(C)C(=O)O)c1. Yields the product COC(=O)C(C)c1cccc(C)c1. RXN SMILES: [CH3:24][OH:25].[Na+:18].[Na+:19].[O-:20][C:21](=[O:22])[O-:23].[S:13](=[O:14])(=[O:15])([OH:16])[OH:17].[c:1]1([CH3:12])[cH:2][c:3]([CH:7]([C:8](=[O:9])[OH:10])[CH3:11])[cH:4][cH:5][cH:6]1>>[c:1]1([CH3:12])[cH:2][c:3]([CH:7]([C:8](=[O:9])[O:10][CH3:21])[CH3:11])[cH:4][cH:5][cH:6]1. Starting materials: C(C)(=O)SCCC(=O)OC(CO)=O (O-(3-Acetylthiopropanoyl)glycolic Acid), [OH-].[NH4+] (ammonium hydroxide), Cl (hydrochloric acid). Solvent: O (water). The product is SCCC(=O)OC(CO)=O (O-(3-Mercaptopropanoyl)glycolic Acid). As a reaction SMILES: C([S:4][CH2:5][CH2:6][C:7]([O:9][C:10](=[O:13])[CH2:11][OH:12])=[O:8])(=O)C.[OH-].[NH4+].Cl>O>[SH:4][CH2:5][CH2:6][C:7]([O:9][C:10](=[O:13])[CH2:11][OH:12])=[O:8] |f:1.2|. Procedure details: O-(3-acetylthiopropanoyl)glycolic acid from Example 1 (1.3 g), under a blanket of argon is treated for fifteen minutes with a cold solution of 7 ml of water and 7 ml of concentrated ammonium hydroxide. This is chilled, acidified with concentrated hydrochloric acid and extracted into ethyl acetate, yield: 1.2 g. This product O-(3-mercaptopropanoyl)glycolic acid is chromatographed on DEAE Sephadex A25 (Polidextrane anion exchange resin) with a linear gradient of ammonium bicarbonate. The desired f...